describe an organic reaction: reactants, conditions, products, and yield From a dataset of the Open Reaction Database (ORD), a public repository of structured organic reaction records. The reactants are BrCC(=O)C1=CC=C(C=C1)OC (2-bromo-4'-methoxyacetophenone), BrCC(=O)C1=CC=C(C=C1)OC (2-bromo-4'-methoxyacetophenone), CN1C(CCC1)=O (N-methyl-2-pyrrolidinone). Run in O (water). Product: OCC(=O)C1=CC=C(C=C1)OC (2-hydroxy-4'methoxyacetophenone). As a reaction SMILES: Br[CH2:2][C:3]([C:5]1[CH:10]=[CH:9][C:8]([O:11][CH3:12])=[CH:7][CH:6]=1)=[O:4].CN1CCCC1=[O:19]>O>[OH:19][CH2:2][C:3]([C:5]1[CH:10]=[CH:9][C:8]([O:11][CH3:12])=[CH:7][CH:6]=1)=[O:4]. Procedure details: It is used in the synthesis of MOPMN, above, and was synthesized from 2-bromo-4'-methoxyacetophenone (Aldrich). The 2-bromo-4'-methoxyacetophenone was refluxed in 20% water and N-methyl-2-pyrrolidinone for 10 hours at 105° C. The product was extracted with ethylether, dried over MgSO4, the ether evaporated and the dry solid recrystallized before use. Melting point 98.5°-100.5° C. and the NMR corresponds to the product. The reactants are OS(=O)(=O)O.O=S(=O)=O (Oleum), CC1=NC2=C(C=CC=C2C=C1)O (2-methyl-quinolin-8-ol), ice. Run in CC(=O)C (acetone), S(O)(O)(=O)=O (sulfuric acid). Conditions: temperature 65 celsius, time 10 minute. Product: OC1=CC=C(C=2C=CC(=NC12)C)S(=O)(=O)O (8-Hydroxy-2-methyl-quinoline-5-sulfonic acid). Yield: 94.0%. Reaction SMILES: [OH:1][S:2]([OH:5])(=O)=[O:3].O=S(=O)=O.[CH3:10][C:11]1[CH:20]=[CH:19][C:18]2[C:13](=[C:14]([OH:21])[CH:15]=[CH:16][CH:17]=2)[N:12]=1>S(=O)(=O)(O)O.CC(C)=O>[OH:21][C:14]1[C:13]2[N:12]=[C:11]([CH3:10])[CH:20]=[CH:19][C:18]=2[C:17]([S:2]([OH:5])(=[O:3])=[O:1])=[CH:16][CH:15]=1 |f:0.1|. Procedure details: Oleum (18-24% SO3, 20 ml) was added to a solution of 2-methyl-quinolin-8-ol (10 g, 62.8 mmol) in concentrated sulfuric acid (40 ml). After warming to 65° C. for 2 hours, the reaction mixture was poured onto 200 g of crushed ice. The suspension was diluted with acetone (60 ml) and stirred for 10 minutes, whereupon solids were filtered off. After washing with acetone (3×60 ml) and drying under high vacuum, the title compound (14.13 g, 94%) was obtained as a slightly yellowish solid. 1H NMR (400 MH... The yield is 91.2%. Reaction SMILES: CC(C)=O.[Cl:5][C:6]1[CH:7]=[C:8]([N:12]([CH3:16])[C:13](Cl)=[O:14])[CH:9]=[CH:10][CH:11]=1.[C:17]([C:21]1[CH:22]=[C:23]([OH:28])[CH:24]=[CH:25][C:26]=1[Cl:27])([CH3:20])([CH3:19])[CH3:18].C(=O)([O-])[O-].[K+].[K+]>O>[Cl:5][C:6]1[CH:7]=[C:8]([N:12]([CH3:16])[C:13](=[O:14])[O:28][C:23]2[CH:24]=[CH:25][C:26]([Cl:27])=[C:21]([C:17]([CH3:20])([CH3:18])[CH3:19])[CH:22]=2)[CH:9]=[CH:10][CH:11]=1 |f:3.4.5|. Reactants: CC(=O)C (acetone), ClC=1C=C(C=CC1)N(C(=O)Cl)C (N-(3-chlorophenyl)-N-methylcarbamoyl chloride), C(C)(C)(C)C=1C=C(C=CC1Cl)O (3-tert-butyl-4-chlorophenol), C([O-])([O-])=O.[K+].[K+] (potassium carbonate). Procedure details: To 30 ml of acetone were added 2.04 g of N-(3-chlorophenyl)-N-methylcarbamoyl chloride, 1.84 g of 3-tert-butyl-4-chlorophenol and 1.6 g of anhydrous potassium carbonate, and the mixture was refluxed with heating for 48 hours. The reaction mixture was cooled down to room temperature and thereafter was poured into cold water. The product was extracted with benzene. The benzene solution was washed with water and a saturated aqueous solution of sodium chloride in this order, and was dried over anhyd... The product is ClC=1C=C(C=CC1)N(C(OC1=CC(=C(C=C1)Cl)C(C)(C)C)=O)C (3-tert-butyl-4-chlorophenyl N-(3-chlorophenyl)-N-methylcarbamate). The solvent is O (water). Reactants: CC(SCCC(C)(C)O)C1=CCC2C3=CC=C4CC(O)CC(O[Si](C)(C)C(C)(C)C)C4(C)C3CCC12C, CCCC[N+](CCCC)(CCCC)CCCC, CCOC(C)=O, [F-], C1CCOC1. Product: CC(SCCC(C)(C)O)C1=CCC2C3=CC=C4CC(O)CC(O)C4(C)C3CCC12C. RXN SMILES: [C:1]([Si:2]([CH3:3])([CH3:4])[O:6][CH:7]1[CH2:8][CH:9]([OH:35])[CH2:10][C:11]2=[CH:12][CH:13]=[C:14]3[CH:15]4[CH2:16][CH:17]=[C:18]([CH:19]([CH3:20])[S:21][CH2:22][CH2:23][C:24]([CH3:25])([CH3:26])[OH:27])[C:28]4([CH3:34])[CH2:29][CH2:30][CH:31]3[C:32]12[CH3:33])([CH3:5])([CH3:36])[CH3:37].[CH2:39]([N+:40]([CH2:41][CH2:42][CH2:43][CH3:44])([CH2:45][CH2:46][CH2:47][CH3:48])[CH2:49][CH2:50][CH2:51][CH3:52])[CH2:53][CH2:54][CH3:55].[CH3:61][CH2:62][O:63][C:64](=[O:65])[CH3:66].[F-:38].[O:56]1[CH2:57][CH2:58][CH2:59][CH2:60]1>>[OH:6][CH:7]1[CH2:8][CH:9]([OH:35])[CH2:10][C:11]2=[CH:12][CH:13]=[C:14]3[CH:15]4[CH2:16][CH:17]=[C:18]([CH:19]([CH3:20])[S:21][CH2:22][CH2:23][C:24]([CH3:25])([CH3:26])[OH:27])[C:28]4([CH3:34])[CH2:29][CH2:30][CH:31]3[C:32]12[CH3:33]. Starting materials: C(C1=CC=CC=C1)OC(CC(CC1=CC=CC=C1)S(=O)(=O)Cl)=O (3-Chlorosulfonyl4-phenyl-butyric Acid Benzyl Ester), TEA, CC1CCNCC1 (4-methyl-piperidine). Solvent: C(Cl)Cl (DCM), C(Cl)Cl (DCM). Conditions: temperature 0 celsius. The product is C(C1=CC=CC=C1)OC(CC(CC1=CC=CC=C1)S(=O)(=O)N1CCC(CC1)C)=O (3-(4-Methyl-piperidine-1-sulfonyl)-4-phenyl-butyric Acid Benzyl Ester). Yield: 40.7%. RXN SMILES: [CH2:1]([O:8][C:9](=[O:23])[CH2:10][CH:11]([S:19](Cl)(=[O:21])=[O:20])[CH2:12][C:13]1[CH:18]=[CH:17][CH:16]=[CH:15][CH:14]=1)[C:2]1[CH:7]=[CH:6][CH:5]=[CH:4][CH:3]=1.[CH3:24][CH:25]1[CH2:30][CH2:29][NH:28][CH2:27][CH2:26]1>C(Cl)Cl>[CH2:1]([O:8][C:9](=[O:23])[CH2:10][CH:11]([S:19]([N:28]1[CH2:29][CH2:30][CH:25]([CH3:24])[CH2:26][CH2:27]1)(=[O:21])=[O:20])[CH2:12][C:13]1[CH:18]=[CH:17][CH:16]=[CH:15][CH:14]=1)[C:2]1[CH:7]=[CH:6][CH:5]=[CH:4][CH:3]=1. Procedure details: The product from Step H (0.92 g, 2.6 mmol) was taken up in DCM (25 mL) with stirring and cooled to 0° C. TEA (362 μL, 2.6 mmol) and 4-methyl-piperidine (307 μL, 2.6 mmol) were added and the reaction warmed to room temperature and stiired overnight. The reaction was diluted with DCM and washed successively with water, 1 M HCl, water, brine, dried, filtered and concentrated in vacuo to give a yellow oil. This was purified by silica gel column chromatography eluting with hex /EtOAc 8:2 to give the ... The reactants are C1CCNC1, CN(C)C=O, CN1Cc2c(-c3noc(CCl)n3)ncn2-c2ccccc2C1=O. As a reaction SMILES: [CH2:24]1[CH2:25][CH2:26][NH:27][CH2:28]1.[CH3:29][N:30]([CH3:31])[CH:32]=[O:33].[Cl:1][CH2:2][c:3]1[n:4][c:5](-[c:8]2[n:9][cH:10][n:11]3[c:12]2[CH2:13][N:14]([CH3:23])[C:15](=[O:22])[c:16]2[c:17]-3[cH:18][cH:19][cH:20][cH:21]2)[n:6][o:7]1>>[CH2:2]([c:3]1[n:4][c:5](-[c:8]2[n:9][cH:10][n:11]3[c:12]2[CH2:13][N:14]([CH3:23])[C:15](=[O:22])[c:16]2[c:17]-3[cH:18][cH:19][cH:20][cH:21]2)[n:6][o:7]1)[N:27]1[CH2:26][CH2:25][CH2:24][CH2:28]1. The product is CN1Cc2c(-c3noc(CN4CCCC4)n3)ncn2-c2ccccc2C1=O.